Dataset: the Open Reaction Database (ORD), a public repository of structured organic reaction records. Task: describe an organic reaction: reactants, conditions, products, and yield Starting materials: COC(=O)Cl (methylchloroformate), O (Water), BrC1=CC=C(CC23CCCNN3C(N(C2=O)C2=CC(=NC(=C2)Cl)Cl)=O)C=C1 (6-(4-Bromobenzyl)-8-(2,6-dichloro-4-pyridyl)-1,2,8-triazabicyclo[4.3.0] nonan-7,9-dione), CCN(C(C)C)C(C)C (DIEA), COC(=O)Cl (methylchloroformate). Reagents/catalysts: CN(C)C=1C=CN=CC1 (DMAP). Run in CCOC(=O)C (EtOAc), C1CCOC1 (THF). Product: BrC1=CC=C(CC23CCCN(N3C(N(C2=O)C2=CC(=NC(=C2)Cl)Cl)=O)C(=O)OC)C=C1 (6-(4-Bromobenzyl)-8-(2,6-dichloro-4-pyridyl)-2-methoxycarbonyl-1,2,8-triazabicyclo[4.3.0]nonane-7,9-dione). Reaction SMILES: [Br:1][C:2]1[CH:27]=[CH:26][C:5]([CH2:6][C:7]23[C:15](=[O:16])[N:14]([C:17]4[CH:22]=[C:21]([Cl:23])[N:20]=[C:19]([Cl:24])[CH:18]=4)[C:13](=[O:25])[N:12]2[NH:11][CH2:10][CH2:9][CH2:8]3)=[CH:4][CH:3]=1.CCN(C(C)C)C(C)C.[CH3:37][O:38][C:39](Cl)=[O:40].O>C1COCC1.CN(C1C=CN=CC=1)C.CCOC(C)=O>[Br:1][C:2]1[CH:27]=[CH:26][C:5]([CH2:6][C:7]23[C:15](=[O:16])[N:14]([C:17]4[CH:22]=[C:21]([Cl:23])[N:20]=[C:19]([Cl:24])[CH:18]=4)[C:13](=[O:25])[N:12]2[N:11]([C:39]([O:38][CH3:37])=[O:40])[CH2:10][CH2:9][CH2:8]3)=[CH:4][CH:3]=1. Procedure details: To a solution of the compound from Example 100 (60 mg) in dry THF (2 mL) was added DIEA (0.044 mL), methylchloroformate (0.02 mL) and DMAP (catalytic amount). The reaction mixture was heated at 80° C. for 3 days during which more methylchloroformate (0.1 mL) was added after 24 hours and 48 hours. Water (10 mL) and EtOAc (10 mL) were added and the mixture shaken. The aqueous phase was separated and extracted with EtOAc. The combined organics were dried over MgSO4, filtered and concentrated in vac... Reactants: C=CCNCc1ccccc1, ClCCl, C=C(CC(=O)OC)C(=O)[O-], CN(C)c1ccncc1. The product is C=CCN(Cc1ccccc1)C(=O)C(=C)CC(=O)OC. Reaction SMILES: [CH2:11]([CH:12]=[CH2:13])[NH:14][CH2:15][c:16]1[cH:17][cH:18][cH:19][cH:20][cH:21]1.[CH2:31]([Cl:32])[Cl:33].[CH3:1][O:2][C:3]([CH2:4][C:5]([C:6](=[O:7])[O-:8])=[CH2:9])=[O:10].[CH3:22][N:23]([CH3:24])[c:25]1[cH:26][cH:27][n:28][cH:29][cH:30]1>>[CH3:1][O:2][C:3]([CH2:4][C:5]([C:6](=[O:7])[N:14]([CH2:11][CH:12]=[CH2:13])[CH2:15][c:16]1[cH:17][cH:18][cH:19][cH:20][cH:21]1)=[CH2:9])=[O:10]. Reactants: D4, FC1=C(C#N)C=C(C=C1)C=O (2-fluoro-5-formylbenzonitrile), FC=1C=C(C=C(C1F)F)O (3,4,5-trifluorophenol). Product: C(=O)C=1C=CC(=C(C#N)C1)OC1=CC(=C(C(=C1)F)F)F (5-formyl-2-(3,4,5-trifluorophenoxy)benzonitrile). RXN SMILES: F[C:2]1[CH:9]=[CH:8][C:7]([CH:10]=[O:11])=[CH:6][C:3]=1[C:4]#[N:5].[F:12][C:13]1[CH:14]=[C:15]([OH:21])[CH:16]=[C:17]([F:20])[C:18]=1[F:19]>>[CH:10]([C:7]1[CH:8]=[CH:9][C:2]([O:21][C:15]2[CH:14]=[C:13]([F:12])[C:18]([F:19])=[C:17]([F:20])[CH:16]=2)=[C:3]([CH:6]=1)[C:4]#[N:5])=[O:11]. Reported procedure: The title compound was prepared by a procedure similar to that described for D4 starting from 2-fluoro-5-formylbenzonitrile (200 mg, 1.341 mmol) and 3,4,5-trifluorophenol. Reactants: Br (hydrobromic acid), Br (hydrobromic acid), ClC1=CC=C(C=N1)CC1=CC(=C(C2=CC=CC=C12)OC)C(=O)OC (methyl 4-[(6-chloropyridin-3-yl)methyl]-1-methoxy-2-naphthoate), B(Br)(Br)Br (boron tribromide), CO (MeOH). The product is ClC1=CC=C(C=N1)CC1=CC(=C(C2=CC=CC=C12)O)C(=O)O (4-[(6-chloropyridin-3-yl)methyl]-1-hydroxy-2-naphthoic acid). Reaction conditions: temperature 0 celsius, time 1 hour. Reported procedure: To a solution of methyl 4-[(6-chloropyridin-3-yl)methyl]-1-methoxy-2-naphthoate (see Example 3, 0.200 g, 0.585 mmol) in 5 mL of dichloromethane at −78° C. was added boron tribromide (1.0 M in dichloromethane, 1.76 mL, 1.76 mmol) dropwise. After 1 hour, the reaction was warmed to 0° C., treated with 6 mL of MeOH and warmed to room temperature overnight. To this reaction was added hydrobromic acid (33% in acetic acid, 2.50 mL, 15.2 mmol) dropwise, and the mixture was heated to 65° C. for 60 hours.... As a reaction SMILES: [Cl:1][C:2]1[N:7]=[CH:6][C:5]([CH2:8][C:9]2[C:18]3[C:13](=[CH:14][CH:15]=[CH:16][CH:17]=3)[C:12]([O:19]C)=[C:11]([C:21]([O:23]C)=[O:22])[CH:10]=2)=[CH:4][CH:3]=1.B(Br)(Br)Br.CO.Br>ClCCl>[Cl:1][C:2]1[N:7]=[CH:6][C:5]([CH2:8][C:9]2[C:18]3[C:13](=[CH:14][CH:15]=[CH:16][CH:17]=3)[C:12]([OH:19])=[C:11]([C:21]([OH:23])=[O:22])[CH:10]=2)=[CH:4][CH:3]=1. Solvent: ClCCl (dichloromethane). Product: S1C=C(C=C1)C(=O)NC1=CC=C2C(=N1)C(=CN2)C2CCN(CC2)CC (5-(N-[3-thiophenecarbonyl]amino)-3-(1-ethylpiperidin-4-yl)pyrrolo[3,2-b]pyridine). Starting materials: NC1=CC=C2C(=N1)C(=CN2)C2CCN(CC2)CC (5-amino-3-(1-ethylpiperidin-4-yl)pyrrolo[3,2-b]pyridine), S1C=C(C=C1)C(=O)Cl (3-thiophenecarbonyl chloride). Procedure details: Beginning with 0.015 gm (0.061 mMol) 5-amino-3-(1-ethylpiperidin-4-yl)pyrrolo[3,2-b]pyridine and 0.012 mL (0.080 mMol) 3-thiophenecarbonyl chloride, the title compound was prepared essentially by the procedure described in Example 7. RXN SMILES: [NH2:1][C:2]1[N:7]=[C:6]2[C:8]([CH:11]3[CH2:16][CH2:15][N:14]([CH2:17][CH3:18])[CH2:13][CH2:12]3)=[CH:9][NH:10][C:5]2=[CH:4][CH:3]=1.[S:19]1[CH:23]=[CH:22][C:21]([C:24](Cl)=[O:25])=[CH:20]1>>[S:19]1[CH:23]=[CH:22][C:21]([C:24]([NH:1][C:2]2[N:7]=[C:6]3[C:8]([CH:11]4[CH2:16][CH2:15][N:14]([CH2:17][CH3:18])[CH2:13][CH2:12]4)=[CH:9][NH:10][C:5]3=[CH:4][CH:3]=2)=[O:25])=[CH:20]1.